From a dataset of the Open Reaction Database (ORD), a public repository of structured organic reaction records. describe an organic reaction: reactants, conditions, products, and yield Starting materials: O=C1CCC(=O)N1Br, CC1(C)Cc2cccc(Br)c2O1, ClC(Cl)(Cl)Cl. Yields the product CC1(C)Oc2c(Br)cccc2C1Br. As a reaction SMILES: [Br:13][N:14]1[C:15](=[O:16])[CH2:17][CH2:18][C:19]1=[O:20].[Br:1][c:2]1[cH:3][cH:4][cH:5][c:6]2[c:10]1[O:9][C:8]([CH3:11])([CH3:12])[CH2:7]2.[C:21]([Cl:22])([Cl:23])([Cl:24])[Cl:25]>>[Br:1][c:2]1[cH:3][cH:4][cH:5][c:6]2[c:10]1[O:9][C:8]([CH3:11])([CH3:12])[CH:7]2[Br:13]. The reactants are CC1=CC=C(C=C1)S(=O)(=O)Cl (4-methylbenzene-1-sulfonyl chloride), ClC1=NC=2N3C(CNC2C=N1)COCC3 (2-Chloro-5,6,6a,7,9,10-hexahydro-[1,4]oxazino[3,4-h]pteridine), CC1=CC=C(C=C1)S(=O)(=O)Cl (4-methylbenzene-1-sulfonyl chloride), CC(C)([O-])C.[Na+] (Sodium tert-butoxide). Solvent: CS(=O)C (DMSO). Conditions: temperature 50 celsius, time 18 hour. Yields the product ClC1=NC=2N3C(CN(C2C=N1)S(=O)(=O)C1=CC=C(C)C=C1)COCC3 (2-chloro-5-tosyl-5,6,6a,7,9,10-hexahydro-[1,4]oxazino[3,4-h]pteridine). The yield is 13.5%. Reaction SMILES: [Cl:1][C:2]1[N:11]=[CH:10][C:9]2[NH:8][CH2:7][CH:6]3[CH2:12][O:13][CH2:14][CH2:15][N:5]3[C:4]=2[N:3]=1.CC(C)([O-])C.[Na+].[CH3:22][C:23]1[CH:28]=[CH:27][C:26]([S:29](Cl)(=[O:31])=[O:30])=[CH:25][CH:24]=1>CS(C)=O>[Cl:1][C:2]1[N:11]=[CH:10][C:9]2[N:8]([S:29]([C:26]3[CH:27]=[CH:28][C:23]([CH3:22])=[CH:24][CH:25]=3)(=[O:31])=[O:30])[CH2:7][CH:6]3[CH2:12][O:13][CH2:14][CH2:15][N:5]3[C:4]=2[N:3]=1 |f:1.2|. Procedure: 2-Chloro-5,6,6a,7,9,10-hexahydro-[1,4]oxazino[3,4-h]pteridine (PREPARATION x2, 300 mg, 1.324 mmol) was dissolved in DMSO (20 mL). Sodium tert-butoxide (153 mg, 1.588 mmol) was added followed by 4-methylbenzene-1-sulfonyl chloride (278 mg, 1.456 mmol). The reaction mixture was heated to 50° C. and stirred for 18 hours. Additional 4-methylbenzene-1-sulfonyl chloride (0.5 eq) was added and the reaction mixture was stirred for 18 hours at 50° C. The reaction mixture was subsequently quenched with aq...